Dataset: the Open Reaction Database (ORD), a public repository of structured organic reaction records. Task: describe an organic reaction: reactants, conditions, products, and yield The reactants are CC(C)(C)OC(=O)COc1cc(Cl)cc(Oc2cc(Cl)cc(C#N)c2)c1, O=C(O)C(F)(F)F. Product: N#Cc1cc(Cl)cc(Oc2cc(Cl)cc(OCC(=O)O)c2)c1. As a reaction SMILES: [Cl:1][c:2]1[cH:3][c:4]([O:5][CH2:6][C:7](=[O:8])[O:9][C:10]([CH3:11])([CH3:12])[CH3:13])[cH:14][c:15]([O:17][c:18]2[cH:19][c:20]([Cl:26])[cH:21][c:22]([C:24]#[N:25])[cH:23]2)[cH:16]1.[OH:27][C:28]([C:29]([F:30])([F:31])[F:32])=[O:33]>>[Cl:1][c:2]1[cH:3][c:4]([O:5][CH2:6][C:7](=[O:8])[OH:9])[cH:14][c:15]([O:17][c:18]2[cH:19][c:20]([Cl:26])[cH:21][c:22]([C:24]#[N:25])[cH:23]2)[cH:16]1. Starting materials: COC(C1=CC(=CC=C1)C(C(CCC)Br)=O)=O (rac-3-(2-bromo-pentanoyl)-benzoic acid methyl ester), C(C)(C)(C)C(=O)OCC(=S)N (2-(tert.-butylcarbonyloxy)thioacetamide). The solvent is CCO (EtOH). Run at temperature 60 celsius, time 30 minute. Product: COC(C1=CC(=CC=C1)C=1N=C(SC1C)CO)=O (3-(2-hydroxymethyl-5-methyl-thiazol-4-yl)-benzoic acid methyl ester). Yield: 83.3%. As a reaction SMILES: [CH3:1][O:2][C:3](=[O:17])[C:4]1[CH:9]=[CH:8][CH:7]=[C:6]([C:10](=O)[CH:11](Br)[CH2:12]CC)[CH:5]=1.C(C([O:24][CH2:25][C:26]([NH2:28])=[S:27])=O)(C)(C)C>CCO>[CH3:1][O:2][C:3](=[O:17])[C:4]1[CH:9]=[CH:8][CH:7]=[C:6]([C:10]2[N:28]=[C:26]([CH2:25][OH:24])[S:27][C:11]=2[CH3:12])[CH:5]=1. Reported procedure: A sample of rac-3-(2-bromo-pentanoyl)-benzoic acid methyl ester (0.60 g) and and 2-(tert.-butylcarbonyloxy)thioacetamide (0.36 g) in EtOH (4 mL) was heated at reflux for 5 h. The mixture was partitioned between AcOEt and 5% NaHCO3 solution, the organic layer was washed with brine, dried and evaporated. A solution of the residual oil and of NaOMe (0.13 g) in MeOH (10 mL) was stirred at 60° C. for 30 min. The solution was diluted with AcOEt, washed with 1N HCl and brine, dried and evaporated to gi... Reactants: C1CCOC1, COc1ccc(CNc2cc(Oc3ccc(NC(=O)NC(=O)Cc4ccc(F)cc4)cc3F)ncn2)cc1, CCN(C(C)C)C(C)C, O=C=NC(=O)Cc1ccc(F)cc1, NC(=O)c1cc(Oc2cc(F)c(N)cc2F)ccn1. The product is NC(=O)c1cc(Oc2cc(F)c(NC(=O)NC(=O)Cc3ccc(F)cc3)cc2F)ccn1. RXN SMILES: [CH2:80]1[O:81][CH2:82][CH2:83][CH2:84]1.[CH3:29][O:30][c:31]1[cH:32][cH:33][c:34]([CH2:35][NH:36][c:37]2[n:38][cH:39][n:40][c:41]([O:42][c:43]3[cH:44][cH:45][c:46]([NH:47][C:51](=[O:52])[NH:53][C:54]([CH2:55][c:56]4[cH:57][cH:58][c:59]([F:62])[cH:60][cH:61]4)=[O:63])[cH:48][c:49]3[F:50])[cH:64]2)[cH:65][cH:66]1.[CH:20]([N:21]([CH:22]([CH3:23])[CH3:24])[CH2:25][CH3:26])([CH3:27])[CH3:28].[F:67][c:68]1[cH:69][cH:70][c:71]([CH2:72][C:73]([N:74]=[C:75]=[O:76])=[O:77])[cH:78][cH:79]1.[NH2:1][c:2]1[cH:3][c:4]([F:19])[c:5]([O:6][c:7]2[cH:8][c:9]([C:13](=[O:14])[NH2:15])[n:10][cH:11][cH:12]2)[cH:16][c:17]1[F:18]>>[NH:1]([c:2]1[cH:3][c:4]([F:19])[c:5]([O:6][c:7]2[cH:8][c:9]([C:13](=[O:14])[NH2:15])[n:10][cH:11][cH:12]2)[cH:16][c:17]1[F:18])[C:51](=[O:52])[NH:53][C:54]([CH2:55][c:56]1[cH:57][cH:58][c:59]([F:62])[cH:60][cH:61]1)=[O:63]. Starting materials: CC=1NC2=CC=CC=C2C1C(=O)OC (methyl 2-methyl-1H-indole-3-carboxylate), C([O-])([O-])=O.[Cs+].[Cs+] (cesium carbonate), BrC(C)CC (2-bromobutane), CN(C=O)C (N,N-dimethylformamide). Conditions: temperature 100 celsius, time 1 hour. The product is C(C)(CC)N1C(CC2=CC=CC=C12)(C(=O)OC)C (methyl 1-sec-butyl-2-methyl-1H-indole-carboxylate). Yield: 22.0%. Reaction SMILES: [CH3:1][C:2]1[NH:3][C:4]2[C:9]([C:10]=1C(OC)=O)=[CH:8][CH:7]=[CH:6][CH:5]=2.[C:15](=[O:18])([O-])[O-:16].[Cs+].[Cs+].Br[CH:22]([CH2:24][CH3:25])[CH3:23].[CH3:26]N(C)C=O>>[CH:22]([N:3]1[C:4]2[C:9](=[CH:8][CH:7]=[CH:6][CH:5]=2)[CH2:10][C:2]1([CH3:1])[C:15]([O:16][CH3:26])=[O:18])([CH2:24][CH3:25])[CH3:23] |f:1.2.3|. Procedure details: To a solution of methyl 2-methyl-1H-indole-3-carboxylate (0.5 g, 2.6 mmol) in N,N-dimethylformamide (20 mL) was added cesium carbonate (1.7 g, 5.2 mmol) and 2-bromobutane (0.71 g, 5.2 mmol), the mixture was stirred at 100° C. under microwave for 1 hour, the mixture was concentrated and purified by column chromatography (silica gel, ethyl acetate/petroleum ether=1:20) to give methyl 1-sec-butyl-2-methyl-1H-indole-carboxylate (141 mg, 22%). The reactants are Cc1cc(C(C)(C)N)on1, O=C(O)c1cccc(-c2cccc(Cl)c2)n1. The product is Cc1cc(C(C)(C)NC(=O)c2cccc(-c3cccc(Cl)c3)n2)on1. Reaction SMILES: [CH3:17][C:18]([CH3:19])([c:20]1[cH:21][c:22]([CH3:25])[n:23][o:24]1)[NH2:26].[Cl:1][c:2]1[cH:3][c:4](-[c:8]2[cH:9][cH:10][cH:11][c:12]([C:14](=[O:15])[OH:16])[n:13]2)[cH:5][cH:6][cH:7]1>>[Cl:1][c:2]1[cH:3][c:4](-[c:8]2[cH:9][cH:10][cH:11][c:12]([C:14](=[O:16])[NH:26][C:18]([CH3:17])([CH3:19])[c:20]3[cH:21][c:22]([CH3:25])[n:23][o:24]3)[n:13]2)[cH:5][cH:6][cH:7]1. Solvent: C1CCOC1.CCOCC (THF Et2O), C1CCOC1 (THF). Reported procedure: Ethyl (1RS)-1-Hydroxy-1-(2-methoxyphenyl)-3-(3,4-methylenedioxyphenyl)indene-2-carboxylate. To dry magnesium turnings (81 mg, 3,4 mmol) under an argon atmosphere was added a solution of 2-bromoanisole (0.64 g, 3.4 mmol) in 5:1 THF/Et2O (3 ml). A portion of the resulting 2-methoxyphenyl magnesium bromide solution (0.45 ml, 0.51 mmol) was added dropwise to a solution of ethyl 3-(3,4-methylenedioxyphenyl)-1-oxoindene-2-carboxylate (100 mg, 0.34 mmol) in THF (6 ml) under an argon atmosphere at 0° C.... Reaction conditions: time 15 minute. Reaction SMILES: O[C:2]1([C:25]2[CH:30]=[CH:29][CH:28]=[CH:27][C:26]=2[O:31][CH3:32])[C:10]2[C:5](=[CH:6][CH:7]=[CH:8][CH:9]=2)[C:4]([C:11]2[CH:16]=[CH:15][C:14]3[O:17][CH2:18][O:19][C:13]=3[CH:12]=2)=[C:3]1[C:20]([O:22]CC)=[O:21].[Mg].BrC1C=CC=CC=1OC.COC1C=CC=CC=1[Mg]Br.C1OC2C=CC(C3C4C(=CC=CC=4)C(=O)C=3C(OCC)=O)=CC=2O1>C1COCC1.C1COCC1.CCOCC>[CH3:32][O:31][C:26]1[CH:27]=[CH:28][CH:29]=[CH:30][C:25]=1[CH:2]1[C:10]2[C:5](=[CH:6][CH:7]=[CH:8][CH:9]=2)[CH:4]([C:11]2[CH:16]=[CH:15][C:14]3[O:17][CH2:18][O:19][C:13]=3[CH:12]=2)[CH:3]1[C:20]([OH:22])=[O:21] |f:6.7|. Starting materials: [Mg] (magnesium), BrC1=C(C=CC=C1)OC (2-bromoanisole), COC1=C(C=CC=C1)[Mg]Br (2-methoxyphenyl magnesium bromide), C1OC=2C=C(C=CC2O1)C1=C(C(C2=CC=CC=C12)=O)C(=O)OCC (ethyl 3-(3,4-methylenedioxyphenyl)-1-oxoindene-2-carboxylate), OC1(C(=C(C2=CC=CC=C12)C1=CC2=C(C=C1)OCO2)C(=O)OCC)C2=C(C=CC=C2)OC (Ethyl (1RS)-1-Hydroxy-1-(2-methoxyphenyl)-3-(3,4-methylenedioxyphenyl)indene-2-carboxylate). Yields the product COC1=C(C=CC=C1)C1C(C(C2=CC=CC=C12)C1=CC2=C(C=C1)OCO2)C(=O)O ((1RS,2SR,3RS)-1-(2-Methoxypbenyl)-3-(3,4-methylenedioxyphenyl)indane-2-carboxylic acid). Starting materials: C(=O)(OCC)C1=CN=C2C=3C(=CC=C2C1=O)N=NC3 (3-Carbethoxy-4-oxo-pyrazolo[5,4-h]quinoline), Cl (hydrochloric acid). Run in [OH-].[Na+] (sodium hydroxide). Yields the product C(=O)(O)C1=CN=C2C=3C(=CC=C2C1=O)N=NC3 (3-Carboxy-4-oxo-pyrazolo[5,4-h]quinoline). RXN SMILES: [C:1]([C:6]1[C:15](=[O:16])[C:14]2[C:9]([C:10]3[C:11]([N:17]=[N:18][CH:19]=3)=[CH:12][CH:13]=2)=[N:8][CH:7]=1)([O:3]CC)=[O:2].Cl>[OH-].[Na+]>[C:1]([C:6]1[C:15](=[O:16])[C:14]2[C:9]([C:10]3[C:11]([N:17]=[N:18][CH:19]=3)=[CH:12][CH:13]=2)=[N:8][CH:7]=1)([OH:3])=[O:2] |f:2.3|. Procedure: 3-Carbethoxy-4-oxo-pyrazolo[5,4-h]quinoline (0.05 mole) is added to a 10% sodium hydroxide solution (200 ml). The reaction mixture is refluxed for 3 hours, which time is required for complete dissolution to occur. The cold solution is made acidic with a dilute hydrochloric acid solution. The resulting 3-carboxy-4-oxo-pyrazolo[5,4-h]quinoline precipitates out. It is suction filtered, washed with water and dried in vacuo. Starting materials: ClC1=C(NC2=C(C=CC=C2)C(C(=O)OC)=O)C(=CC=C1)Cl (methyl 2-(2,6-dichloroanilino)-phenylglyoxylate), Pt carbon, C(C)(=O)O (acetic acid), C(C)(=O)O.CO (acetic acid methanol). The solvent is CO (methanol). Yields the product ClC1=C(NC2=C(C=CC=C2)C(C(=O)OC)O)C(=CC=C1)Cl (methyl 2-(2,6-dichloroanilino)phenylglycolate). The yield is 92.0%. As a reaction SMILES: [Cl:1][C:2]1[CH:20]=[CH:19][CH:18]=[C:17]([Cl:21])[C:3]=1[NH:4][C:5]1[CH:10]=[CH:9][CH:8]=[CH:7][C:6]=1[C:11](=[O:16])[C:12]([O:14][CH3:15])=[O:13].C(O)(=O)C.C(O)(=O)C.CO>CO>[Cl:1][C:2]1[CH:20]=[CH:19][CH:18]=[C:17]([Cl:21])[C:3]=1[NH:4][C:5]1[CH:10]=[CH:9][CH:8]=[CH:7][C:6]=1[CH:11]([OH:16])[C:12]([O:14][CH3:15])=[O:13] |f:2.3|. Procedure: To a solution of 3.24 g of methyl 2-(2,6-dichloroanilino)-phenylglyoxylate in 50 ml of a 0.1 N acetic acid solution in methanol (hereinafter often referred to as "0.1 N acetic acid/methanol") was added 0.6 g of 5% Pt-carbon, and vigorous stirring was effected at room temperature under a hydrogen pressure of 2 atmospheres for 10 hours. The catalyst was filtered off and the filtrate was concentrated at room temperature under a reduced pressure of 10 mmHg. The crystalline substance thus deposited w...